Dataset: the Open Reaction Database (ORD), a public repository of structured organic reaction records. Task: describe an organic reaction: reactants, conditions, products, and yield Reactants: CO, [H][H], CC(C)(Oc1ccc([N+](=O)[O-])c2ccccc12)c1ccnc(N)c1. Yields the product CC(C)(Oc1ccc(N)c2ccccc12)c1ccnc(N)c1. RXN SMILES: [CH3:27][OH:28].[H:25][H:26].[N+:1]([O-:2])(=[O:3])[c:4]1[cH:5][cH:6][c:7]([O:14][C:15]([CH3:16])([CH3:17])[c:18]2[cH:19][c:20]([NH2:24])[n:21][cH:22][cH:23]2)[c:8]2[cH:9][cH:10][cH:11][cH:12][c:13]12>>[NH2:1][c:4]1[cH:5][cH:6][c:7]([O:14][C:15]([CH3:16])([CH3:17])[c:18]2[cH:19][c:20]([NH2:24])[n:21][cH:22][cH:23]2)[c:8]2[cH:9][cH:10][cH:11][cH:12][c:13]12. Reactants: BrC=1C=CC(=NC1)CO ((5-bromopyridin-2-yl)methanol), C1(=CC=CC=C1)C#C (phenylacetylene). Product: C1(=CC=CC=C1)C#CC=1C=CC(=NC1)CO ((5-Phenylethynyl-pyridin-2-yl)-methanol). Reaction SMILES: Br[C:2]1[CH:3]=[CH:4][C:5]([CH2:8][OH:9])=[N:6][CH:7]=1.[C:10]1([C:16]#[CH:17])[CH:15]=[CH:14][CH:13]=[CH:12][CH:11]=1>>[C:10]1([C:16]#[C:17][C:2]2[CH:3]=[CH:4][C:5]([CH2:8][OH:9])=[N:6][CH:7]=2)[CH:15]=[CH:14][CH:13]=[CH:12][CH:11]=1. Reported procedure: The title compound, light brown solid, MS: m/e=210.2 (M+H+), can be prepared in accordance with the general method of example 1, step 1 from (5-bromopyridin-2-yl)methanol and phenylacetylene. The reactants are FC1=CC=C(C[C@@H]2N(CC[C@@H](C2)C2=CC(NO2)=O)C(=O)OC)C=C1 ((2R,4S)-Methyl 2-(4-fluorobenzyl)-4-(3-oxo-2,3-dihydroisoxazol-5-yl)piperidine-1-carboxylate), Br (hydrogen bromide). Conditions: time 8 hour. The product is FC1=CC=C(C[C@@H]2NCC[C@@H](C2)C2=CC(NO2)=O)C=C1 (5-((2R,4S)-2-(4-fluorobenzyl)piperidin-4-yl)isoxazol-3(2H)-one). Isolated yield 67.2%. RXN SMILES: [F:1][C:2]1[CH:24]=[CH:23][C:5]([CH2:6][C@H:7]2[CH2:12][C@@H:11]([C:13]3[O:17][NH:16][C:15](=[O:18])[CH:14]=3)[CH2:10][CH2:9][N:8]2C(OC)=O)=[CH:4][CH:3]=1.Br>>[F:1][C:2]1[CH:24]=[CH:23][C:5]([CH2:6][C@H:7]2[CH2:12][C@@H:11]([C:13]3[O:17][NH:16][C:15](=[O:18])[CH:14]=3)[CH2:10][CH2:9][NH:8]2)=[CH:4][CH:3]=1. Reported procedure: (2R,4S)-Methyl 2-(4-fluorobenzyl)-4-(3-oxo-2,3-dihydroisoxazol-5-yl)piperidine-1-carboxylate (647 mg, 1.94 mmol) was dissolved in hydrogen bromide (33% in acetic acid, 15 mL, 85.65 mmol) and the mixture stirred at room temperature overnight. The solvent was evaporated and the residue purified by preparative HPLC (Instrument: FractionLynx II, Mobilphase: gradient 5-95% MeCN in 0.2% NH3, pH 10, Column: Xbridge Prep C18 5 μm OBD 19*150 mm) to yield 5-((2R,4S)-2-(4-fluorobenzyl)piperidin-4-yl)isoxaz... Reactants: FC1=C(C=CC(=C1)F)[N+](=O)[O-] (2,4-difluor-nitrobenzene), CO[C@@H]1[C@H](CCCC1)O ((1S,2S)-2-methoxycyclohexanol). Yields the product FC1=CC(=C(C=C1)[N+](=O)[O-])O[C@@H]1[C@H](CCCC1)OC (4-Fluoro-2-((1S,2S)-2-methoxy-cyclohexyloxy)-1-nitro-benzene). Reaction SMILES: F[C:2]1[CH:7]=[C:6]([F:8])[CH:5]=[CH:4][C:3]=1[N+:9]([O-:11])=[O:10].[CH3:12][O:13][C@H:14]1[CH2:19][CH2:18][CH2:17][CH2:16][C@@H:15]1[OH:20]>>[F:8][C:6]1[CH:5]=[CH:4][C:3]([N+:9]([O-:11])=[O:10])=[C:2]([O:20][C@H:15]2[CH2:16][CH2:17][CH2:18][CH2:19][C@@H:14]2[O:13][CH3:12])[CH:7]=1. Reported procedure: Prepared analogously to III.1 from 926 μl 2,4-difluor-nitrobenzene and 1 g (1S,2S)-2-methoxycyclohexanol. Starting materials: [BH4-].[Na+] (Sodium borohydride), ClC1=C(C=CC(=C1)Cl)C=1C=2N(C=CN1)C(=C(N2)CC)NCCC (N-[8-(2,4-Dichlorophenyl)-2-ethylimidazo[1,2-a]pyrazin-3-yl]-N-propylamine), C(CC)=O (propionaldehyde), S(O)(O)(=O)=O (sulfuric acid), [OH-].[Na+] (sodium hydroxide). Solvent: O (Water), O1CCCC1 (tetrahydrofuran). Reaction conditions: time 3 hour. Yields the product ClC1=C(C=CC(=C1)Cl)C=1C=2N(C=CN1)C(=C(N2)CC)N(CCC)CCC (N-[8-(2,4-dichlorophenyl)-2-ethylimidazo[1,2-a]pyrazin-3-yl]-N,N-dipropylamine). Yield: 81.8%. Reaction SMILES: [Cl:1][C:2]1[CH:7]=[C:6]([Cl:8])[CH:5]=[CH:4][C:3]=1[C:9]1[C:10]2[N:11]([C:15]([NH:20][CH2:21][CH2:22][CH3:23])=[C:16]([CH2:18][CH3:19])[N:17]=2)[CH:12]=[CH:13][N:14]=1.[CH:24](=O)[CH2:25][CH3:26].S(=O)(=O)(O)O.[BH4-].[Na+].[OH-].[Na+]>O1CCCC1.O>[Cl:1][C:2]1[CH:7]=[C:6]([Cl:8])[CH:5]=[CH:4][C:3]=1[C:9]1[C:10]2[N:11]([C:15]([N:20]([CH2:24][CH2:25][CH3:26])[CH2:21][CH2:22][CH3:23])=[C:16]([CH2:18][CH3:19])[N:17]=2)[CH:12]=[CH:13][N:14]=1 |f:3.4,5.6|. Procedure: N-[8-(2,4-Dichlorophenyl)-2-ethylimidazo[1,2-a]pyrazin-3-yl]-N-propylamine (296 mg, 0.85 mmol) and propionaldehyde (0.19 mL, 2.6 mmol) were dissolved in tetrahydrofuran (1.1 mL), and 3M sulfuric acid (0.87 mL, 2.6 mmol) was added thereto. Sodium borohydride (70 mg) was added thereto under ice-cooling, and the mixture was stirred for 3 hours. Water was added to the reaction mixture, which was neutralized with a 2N aqueous sodium hydroxide solution and extracted with ethyl acetate. The organic lay... Starting materials: ClC(=O)OC (methyl chloroformate), O (Water), ClC1=C(C(=CC(=C1)C(F)(F)F)Cl)NC(C(C(F)(F)F)(F)F)=N (N-(2,6-dichloro-4-trifluoromethylphenyl)-2,2,3,3,3-pentafluoropropionamidine), compound 4, [H-].[Na+] (sodium hydride). Solvent: CN(C=O)C (N,N-dimethylformamide). Conditions: time 10 minute. Yields the product COC(NC(C(C(F)(F)F)(F)F)=NC1=C(C=C(C=C1Cl)C(F)(F)F)Cl)=O ([1-(2,6-dichloro-4-trifluoromethylphenylimino)-2,2,3,3,3-pentafluoropropyl]carbamic acid methyl ester). Yield: 36.9%. Reaction SMILES: [Cl:1][C:2]1[CH:7]=[C:6]([C:8]([F:11])([F:10])[F:9])[CH:5]=[C:4]([Cl:12])[C:3]=1[NH:13][C:14](=[NH:22])[C:15]([F:21])([F:20])[C:16]([F:19])([F:18])[F:17].[H-].[Na+].Cl[C:26]([O:28][CH3:29])=[O:27].O>CN(C)C=O>[CH3:29][O:28][C:26](=[O:27])[NH:22][C:14](=[N:13][C:3]1[C:2]([Cl:1])=[CH:7][C:6]([C:8]([F:10])([F:9])[F:11])=[CH:5][C:4]=1[Cl:12])[C:15]([F:20])([F:21])[C:16]([F:17])([F:18])[F:19] |f:1.2|. Procedure: First, 0.18 g (0.50 mmol) of N-(2,6-dichloro-4-trifluoromethylphenyl)-2,2,3,3,3-pentafluoropropionamidine as present compound 4 was dissolved in 10 ml of N,N-dimethylformamide, to which 0.04 g (1.0 mmol) of sodium hydride (about 60% in oil) was added under ice cooling, and the mixture was stirred for 10 minutes. Then, 0.05 g (0.50 mmol) of methyl chloroformate was added to the reaction mixture, which was stirred at room temperature for 6 hours. Water was poured into the reaction mixture, which w... Reactants: FC=1C=CC(=C(C1)C1=C2C(=NC=C1)N(C(=C2)C2=CCN(CC2)C(=O)OC(C)(C)C)S(=O)(=O)C2=CC=CC=C2)OC (tert-butyl 4-(4-(5-fluoro-2-methoxyphenyl)-1-(phenylsulfonyl)-1H-pyrrolo[2,3-b]pyridin-2-yl)-5,6-dihydropyridine-1(2H)-carboxylate), stainless steel, [H][H] (hydrogen). The reagents and catalysts are [OH-].[OH-].[Pd+2] (palladium hydroxide on carbon). Run in C(C)O (ethanol). Run at temperature 90 celsius. The product is FC=1C=CC(=C(C1)C1=C2C(=NC=C1)NC(=C2)C2CCN(CC2)C(=O)OC(C)(C)C)OC (tert-butyl 4-(4-(5-fluoro-2-methoxyphenyl)-1H-pyrrolo[2,3-b]pyridin-2-yl)piperidine-1-carboxylate). RXN SMILES: [F:1][C:2]1[CH:3]=[CH:4][C:5]([O:39][CH3:40])=[C:6]([C:8]2[CH:13]=[CH:12][N:11]=[C:10]3[N:14](S(C4C=CC=CC=4)(=O)=O)[C:15]([C:17]4[CH2:22][CH2:21][N:20]([C:23]([O:25][C:26]([CH3:29])([CH3:28])[CH3:27])=[O:24])[CH2:19][CH:18]=4)=[CH:16][C:9]=23)[CH:7]=1.[H][H]>C(O)C.[OH-].[OH-].[Pd+2]>[F:1][C:2]1[CH:3]=[CH:4][C:5]([O:39][CH3:40])=[C:6]([C:8]2[CH:13]=[CH:12][N:11]=[C:10]3[NH:14][C:15]([CH:17]4[CH2:22][CH2:21][N:20]([C:23]([O:25][C:26]([CH3:27])([CH3:28])[CH3:29])=[O:24])[CH2:19][CH2:18]4)=[CH:16][C:9]=23)[CH:7]=1 |f:3.4.5|. Procedure: A solution of Example 87C (2.35 g, 4.17 mmol) in ethanol (40 mL) was added to 20% palladium hydroxide on carbon (wet, 2.35 g, 1.707 mmol) in a stainless steel pressure bottle and was stirred at 50° C. for several days at 50 psi hydrogen. The mixture was filtered through a nylon membrane and concentrated. The residue was dissolved in 30 mL 1,4-dioxane and treated with 2 mL 20% sodium hydroxide. The mixture was heated at 90° C. for 4 hours and was concentrated. The residue was treated with water a...